Dataset: the Open Reaction Database (ORD), a public repository of structured organic reaction records. Task: describe an organic reaction: reactants, conditions, products, and yield The reactants are Brc1cc(ccn1)c2cc3C(=O)NCCc3[nH]2, CC1(C)OB(OC1(C)C)c2cnc(nc2)n3cccn3. Reagents/catalysts: CCN=P(N=P(N(C)C)(N(C)C)N(C)C)(N(C)C)N(C)C (P2-Et), CC(C)c1cc(C(C)C)c(-c2ccccc2[PH](C(C)(C)C)(C(C)(C)C)[Pd]2(OS(C)(=O)=O)Nc3ccccc3-c3ccccc32)c(C(C)C)c1 (tBuXphos G3). Run in CS(C)=O (DMSO), O (water), CS(C)=O (DMSO), CS(C)=O (DMSO), CS(C)=O (DMSO). Reaction conditions: time 22 hour. Product: O=C1NCCc2[nH]c(cc12)c3ccnc(c3)c4cnc(nc4)n5cccn5, Brc1cc(ccn1)c2cc3C(=O)NCCc3[nH]2, c1ccc(-c2ccccc2)cc1. The reactants are BrC=1C=C(C=C(C1)OC(F)(F)F)C1=CC(=NN1C1=CC(=NC=C1)OC)C(=O)O (5-(3-Bromo-5-trifluoromethoxyphenyl)-1-(2-methoxypyridin-4-yl)-1H-pyrazole-3-carboxylic acid), ClC=1C=C(C=C(C1)F)C1=CC(=NN1C1=NC=CC=C1)C(=O)N1CNC(C1)=O (1-{[5-(3-Chloro-5-fluorophenyl)-1-(pyridin-2-yl)-1H-pyrazol-3-yl]carbonyl}imidazolidin-4-one), Cl.N1C(NC=C1)=O (4-imidazolinone-hydrochloride). Yields the product BrC=1C=C(C=C(C1)OC(F)(F)F)C1=CC(=NN1C1=CC(=NC=C1)OC)C(=O)N1CNC(C1)=O (1-({5-[3-Bromo-5-(trifluoromethoxy)phenyl]-1-(2-methoxypyridin-4-yl)-1H-pyrazol-3-yl}carbonyl)imidazolidin-4-one). RXN SMILES: [Br:1][C:2]1[CH:3]=[C:4]([C:13]2[N:17]([C:18]3[CH:23]=[CH:22][N:21]=[C:20]([O:24][CH3:25])[CH:19]=3)[N:16]=[C:15]([C:26]([OH:28])=O)[CH:14]=2)[CH:5]=[C:6]([O:8][C:9]([F:12])([F:11])[F:10])[CH:7]=1.ClC1C=C(C2N(C3C=CC=CN=3)N=C(C([N:50]3[CH2:54][C:53](=[O:55])[NH:52][CH2:51]3)=O)C=2)C=C(F)C=1.Cl.N1C=CNC1=O>>[Br:1][C:2]1[CH:3]=[C:4]([C:13]2[N:17]([C:18]3[CH:23]=[CH:22][N:21]=[C:20]([O:24][CH3:25])[CH:19]=3)[N:16]=[C:15]([C:26]([N:50]3[CH2:54][C:53](=[O:55])[NH:52][CH2:51]3)=[O:28])[CH:14]=2)[CH:5]=[C:6]([O:8][C:9]([F:12])([F:10])[F:11])[CH:7]=1 |f:2.3|. Reported procedure: 18 mg (0.04 mmol) of the compound of Example 49A is reacted analogously to the synthesis of the compound of Example 1 with 5 mg (0.04 mmol) of 4-imidazolinone-hydrochloride. 4 mg (14% of theory, 82% purity) of the title compound is obtained. As a reaction SMILES: [C:1]1(=[O:6])[CH2:5][CH2:4][CH:3]=[CH:2]1.[C:7]([O:14][CH3:15])(=[O:13])[CH2:8][C:9]([O:11][CH3:12])=[O:10]>CC(O)(C)C>[CH3:12][O:11][C:9]([CH:8]([C:7]([O:14][CH3:15])=[O:13])[C@@H:3]1[CH2:4][CH2:5][C:1](=[O:6])[CH2:2]1)=[O:10]. Reported procedure: Under an atmosphere of argon, 12.6 mg (0.02 mmol, S/C=50) of Ru[(S,S)-Tsdpen](hexamethylbenzene), 84 μL (1.0 mmol) of 2-cyclopentenone, 114 μL (1.0 mmol) of dimethyl malonate, and 1 mL of 2-methyl-2-propanol were placed in a 20 mL Schlenk tube and stirred at 40° C. for 24 hours. This solution was purified by flash column chromatography (hexane/acetone=90/10, SiO2) to give 210 mg (98% yield) of the title compound. The optical purity was measured by HPLC (CHIRALPAK AS manufactured by Daicel Chemic... The product is COC(=O)C([C@H]1CC(CC1)=O)C(=O)OC ((R)-3-[bis(methoxycarbonyl)methyl]cyclopentanone). Solvent: CC(C)(C)O (2-methyl-2-propanol). Run at temperature 40 celsius, time 24 hour. Starting materials: Ru[(S,S)-Tsdpen](hexamethylbenzene), C1(C=CCC1)=O (2-cyclopentenone), C(CC(=O)OC)(=O)OC (dimethyl malonate). Isolated yield 98.0%. Starting materials: [BH4-], C1CCOC1, O=C(CCl)c1ccc(OCc2ccccc2)c2[nH]c(=O)ccc12, ClCCl, [Li+], O. Yields the product O=c1ccc2c(C(O)CCl)ccc(OCc3ccccc3)c2[nH]1. RXN SMILES: [BH4-:1].[CH2:30]1[O:31][CH2:32][CH2:33][CH2:34]1.[CH2:3]([c:4]1[cH:5][cH:6][cH:7][cH:8][cH:9]1)[O:10][c:11]1[cH:12][cH:13][c:14]([C:22]([CH2:23][Cl:24])=[O:25])[c:15]2[cH:16][cH:17][c:18](=[O:21])[nH:19][c:20]12.[Cl:26][CH2:27][Cl:28].[Li+:2].[OH2:29]>>[CH2:3]([c:4]1[cH:5][cH:6][cH:7][cH:8][cH:9]1)[O:10][c:11]1[cH:12][cH:13][c:14]([CH:22]([CH2:23][Cl:24])[OH:25])[c:15]2[cH:16][cH:17][c:18](=[O:21])[nH:19][c:20]12.